From a dataset of the Open Reaction Database (ORD), a public repository of structured organic reaction records. describe an organic reaction: reactants, conditions, products, and yield Reactants: [OH-].[Na+] (sodium hydroxide), C(C=C)(=O)OCC (ethyl acrylate), C(C=C)(=O)OCCCC (butyl acrylate), [OH-].[K+] (potassium hydroxide), C(\C=C\C(=O)[O-])(=O)OCC (monoethyl fumarate). Solvent: C(Cl)(Cl)Cl (chloroform). Product: C(C=C)(=O)OCC.C(C=C)(=O)OCCCC.C(\C=C\C(=O)[O-])(=O)OCC (Ethyl Acrylate Butyl Acrylate Monoethyl Fumarate). As a reaction SMILES: [OH-].[Na+].[OH-].[K+].[C:5]([O:12][CH2:13][CH3:14])(=[O:11])/[CH:6]=[CH:7]/[C:8]([O-:10])=[O:9].C(OCC)(=O)C=C.[C:22]([O:26][CH2:27][CH2:28][CH2:29][CH3:30])(=[O:25])[CH:23]=[CH2:24]>C(Cl)(Cl)Cl>[C:5]([O:12][CH2:13][CH3:14])(=[O:11])[CH:6]=[CH2:7].[C:22]([O:26][CH2:27][CH2:28][CH2:29][CH3:30])(=[O:25])[CH:23]=[CH2:24].[C:5]([O:12][CH2:13][CH3:14])(=[O:11])/[CH:6]=[CH:7]/[C:8]([O-:10])=[O:9] |f:0.1,2.3,8.9.10|. Procedure: Coagulated polymer was washed by chopping in a blender with water, twice dissolved in acetone and reprecipitated in water in a blender, then air-dried, vacuum-oven dried 3.5 hrs. at 72° C., and finally mill-dried at about 130° C. Yield: 254 g. The terpolymer produced had an inherent viscosity (chloroform, 30° C.) of 1.51 deciliters/gram and an acid content of 0.24 meq./gram (titration with aqueous sodium hydroxide), or 0.23 meq./gram (titration with alcoholic potassium hydroxide). The terpolymer... Reactants: C1CCOC1, COC(=O)c1cccc2c1c1c(O)cccc1n2Cc1ccccc1C, CCOC(C)=O, Cl, [NH4+], [OH-]. Product: Cc1ccccc1Cn1c2cccc(O)c2c2c(C(N)=O)cccc21. As a reaction SMILES: [CH2:30]1[O:31][CH2:32][CH2:33][CH2:34]1.[CH3:1][c:2]1[c:3]([CH2:8][n:9]2[c:10]3[cH:11][cH:12][cH:13][c:14]([C:23]([O:25][CH3:24])=[O:26])[c:15]3[c:16]3[c:17]([OH:22])[cH:18][cH:19][cH:20][c:21]23)[cH:4][cH:5][cH:6][cH:7]1.[CH3:35][CH2:36][O:37][C:38](=[O:39])[CH3:40].[ClH:27].[NH4+:28].[OH-:29]>>[CH3:1][c:2]1[c:3]([CH2:8][n:9]2[c:10]3[cH:11][cH:12][cH:13][c:14]([C:23](=[O:25])[NH2:28])[c:15]3[c:16]3[c:17]([OH:22])[cH:18][cH:19][cH:20][c:21]23)[cH:4][cH:5][cH:6][cH:7]1. The reactants are C(CC1=CC=CC=C1)SC=1C=C(NC1)C(=O)O (4-(phenethylthio)-1H-pyrrole-2-carboxylic acid), NC1=CC(=C(OCC(C)(O)C)C=C1)OC (1-(4-amino-2-methoxyphenoxy)-2-methylpropan-2-ol), C(CCl)Cl (EDC), C=1C=CC2=C(C1)N=NN2O (HOBT). The solvent is ClC(C)Cl (dichloroethane), CCOC(=O)C (EtOAc). Conditions: time 16 hour. Yields the product OC(COC1=C(C=C(C=C1)NC(=O)C=1NC=C(C1)SCCC1=CC=CC=C1)OC)(C)C (N-(4-(2-Hydroxy-2-methylpropoxy)-3-methoxyphenyl)-4-(phenethylthio)-1H-pyrrole-2-carboxamide). The yield is 47.9%. Reaction SMILES: [CH2:1]([S:9][C:10]1[CH:11]=[C:12]([C:15]([OH:17])=O)[NH:13][CH:14]=1)[CH2:2][C:3]1[CH:8]=[CH:7][CH:6]=[CH:5][CH:4]=1.[NH2:18][C:19]1[CH:30]=[CH:29][C:22]([O:23][CH2:24][C:25]([CH3:28])([OH:27])[CH3:26])=[C:21]([O:31][CH3:32])[CH:20]=1.C(Cl)CCl.C1C=CC2N(O)N=NC=2C=1>ClC(Cl)C.CCOC(C)=O>[OH:27][C:25]([CH3:28])([CH3:26])[CH2:24][O:23][C:22]1[CH:29]=[CH:30][C:19]([NH:18][C:15]([C:12]2[NH:13][CH:14]=[C:10]([S:9][CH2:1][CH2:2][C:3]3[CH:4]=[CH:5][CH:6]=[CH:7][CH:8]=3)[CH:11]=2)=[O:17])=[CH:20][C:21]=1[O:31][CH3:32]. Reported procedure: To a solution of 4-(phenethylthio)-1H-pyrrole-2-carboxylic acid (25.0 mg, 0.101 mmol) and 1-(4-amino-2-methoxyphenoxy)-2-methylpropan-2-ol (21.4 mg, 0.101 mmol) in dichloroethane (0.880 mL) was added EDC (38.8 mg, 0.202 mmol) and HOBT (30.9 mg, 0.202 mmol) and the reaction was allowed to stir at rt for 16 h. The reaction mixture was diluted with EtOAc (15 mL), washed with sat. NaHCO3 (3×20 mL), water, brine, dried over anhydrous Na2SO4, concentrated and purified by preparative HPLC: Phenomenex L... The reactants are CCOC(=O)C1C(C)C12CCCC2, CCOC(=O)C1CC12CCCCC2. RXN SMILES: [CH3:1][CH:2]1[CH:3]([C:9](=[O:10])[O:11][CH2:12][CH3:13])[C:4]12[CH2:5][CH2:6][CH2:7][CH2:8]2.[CH:14]1([C:15]([O:16][CH2:17][CH3:18])=[O:19])[C:20]2([CH2:21][CH2:22][CH2:23][CH2:24][CH2:25]2)[CH2:26]1>>[CH3:1][CH:2]1[CH:3]([C:9](=[O:10])[OH:11])[C:4]12[CH2:5][CH2:6][CH2:7][CH2:8]2. The product is CC1C(C(=O)O)C12CCCC2. The solvent is CO (methanol), CO (methanol), CO (methanol). Starting materials: BrCCCOC1=CC=C2C(=CC(OC2=C1CCC)=O)CC (7-(3-bromopropoxy)-4-ethyl-8-propylcoumarin), COC(CC1=CC(=C(C=C1)SC(N(C)C)=O)Cl)=O (3-chloro-4-dimethylcarbamoylthiophenylacetic acid methyl ester), solution, C[O-].[Na+] (sodium methoxide). Reaction conditions: temperature 70 celsius. As a reaction SMILES: [CH3:1][O:2][C:3](=[O:18])[CH2:4][C:5]1[CH:10]=[CH:9][C:8]([S:11][C:12](=O)N(C)C)=[C:7]([Cl:17])[CH:6]=1.C[O-].[Na+].BrC[CH2:24][CH2:25][O:26][C:27]1[C:36]([CH2:37][CH2:38][CH3:39])=[C:35]2[C:30]([C:31]([CH2:41][CH3:42])=[CH:32][C:33](=[O:40])[O:34]2)=[CH:29][CH:28]=1>CO>[Cl:17][C:7]1[CH:6]=[C:5]([CH2:4][C:3]([O:2][CH3:1])=[O:18])[CH:10]=[CH:9][C:8]=1[S:11][CH2:12][CH2:24][CH2:25][O:26][C:27]1[C:36]([CH2:37][CH2:38][CH3:39])=[C:35]2[C:30]([C:31]([CH2:41][CH3:42])=[CH:32][C:33](=[O:40])[O:34]2)=[CH:29][CH:28]=1 |f:1.2|. The product is ClC=1C=C(C=CC1SCCCOC1=CC=C2C(=CC(OC2=C1CCC)=O)CC)CC(=O)OC (methyl 3-chloro-4-(3-(4-ethyl-8-propyl-7-coumarinyloxy)propylthio)phenylacetate). Procedure: To a solution of 3-chloro-4-dimethylcarbamoylthiophenylacetic acid methyl ester (129 mg, 0.3991 mmol) in 0.75 mL methanol was added a 0.5M solution of sodium methoxide in methanol. This mixture was heated to 70° C. for 90 minutes. After cooling to ambient temperature, a solution of 7-(3-bromopropoxy)-4-ethyl-8-propylcoumarin (Step D) in 1.2 mL methanol was added dropwise. The mixture was heated to 70° C. for 16 hours. The reaction mixture was concentrated in vacuo and diluted with ethyl acetate.... Reactants: CC(C)N=C=O, ClCCl, COc1cccc(N(C)C)c1CN1CCC(Nc2nc(NCCN)nc3ccccc23)CC1. The product is COc1cccc(N(C)C)c1CN1CCC(Nc2nc(NCCNC(=O)NC(C)C)nc3ccccc23)CC1. As a reaction SMILES: [CH:34]([CH3:35])([CH3:36])[N:37]=[C:38]=[O:39].[Cl:40][CH2:41][Cl:42].[NH2:1][CH2:2][CH2:3][NH:4][c:5]1[n:6][c:7]2[cH:8][cH:9][cH:10][cH:11][c:12]2[c:13]([NH:15][CH:16]2[CH2:17][CH2:18][N:19]([CH2:22][c:23]3[c:24]([N:31]([CH3:32])[CH3:33])[cH:25][cH:26][cH:27][c:28]3[O:29][CH3:30])[CH2:20][CH2:21]2)[n:14]1>>[NH:1]([CH2:2][CH2:3][NH:4][c:5]1[n:6][c:7]2[cH:8][cH:9][cH:10][cH:11][c:12]2[c:13]([NH:15][CH:16]2[CH2:17][CH2:18][N:19]([CH2:22][c:23]3[c:24]([N:31]([CH3:32])[CH3:33])[cH:25][cH:26][cH:27][c:28]3[O:29][CH3:30])[CH2:20][CH2:21]2)[n:14]1)[C:38]([NH:37][CH:34]([CH3:35])[CH3:36])=[O:39].